From a dataset of the Open Reaction Database (ORD), a public repository of structured organic reaction records. describe an organic reaction: reactants, conditions, products, and yield Starting materials: COCOC=1C=C(C=CC1)[C@H](CO)N1C[C@H](CC1)OCOC (2-(R)-(3-methoxymethoxyphenyl)-2-(3-(S)-methoxymethoxypyrrolidin-1-yl)ethanol), COCOC=1C=C(C=CC1)[C@@H](CN1C[C@H](CC1)OCOC)O (1-(S)-(3-methoxymethoxyphenyl)-2-(3-(S)-methoxymethoxypyrrolidin-1-yl)ethanol), CNC1=CC=C(C(=O)OC)C=C1 (methyl 4-methylaminobenzoate), Example 1 ( i ). Product: COCCOC=1C=C(C=CC1)[C@@H](CN1C[C@H](CC1)OCOC)N(C)C1=CC=C(C(=O)OC)C=C1 (Methyl 4-{N-[1-(S)-(3-methoxyethoxylphenyl)-2-(3-(S)-methoxymethoxypyrrolidin-1-yl)-ethyl]-N-methylamino}benzoate). Isolated yield 60.0%. Reaction SMILES: [CH3:1][O:2][CH2:3]OC1C=C([C@@H](N2CC[C@H](OCOC)C2)CO)C=CC=1.CO[CH2:25][O:26][C:27]1[CH:28]=[C:29]([C@H:33](O)[CH2:34][N:35]2[CH2:39][CH2:38][C@H:37]([O:40][CH2:41][O:42][CH3:43])[CH2:36]2)[CH:30]=[CH:31][CH:32]=1.[CH3:45][NH:46][C:47]1[CH:56]=[CH:55][C:50]([C:51]([O:53][CH3:54])=[O:52])=[CH:49][CH:48]=1>>[CH3:1][O:2][CH2:3][CH2:25][O:26][C:27]1[CH:28]=[C:29]([C@H:33]([N:46]([C:47]2[CH:56]=[CH:55][C:50]([C:51]([O:53][CH3:54])=[O:52])=[CH:49][CH:48]=2)[CH3:45])[CH2:34][N:35]2[CH2:39][CH2:38][C@H:37]([O:40][CH2:41][O:42][CH3:43])[CH2:36]2)[CH:30]=[CH:31][CH:32]=1. Procedure: This was prepared from the mixture of 2-(R)-(3-methoxymethoxyphenyl)-2-(3-(S)-methoxymethoxypyrrolidin-1-yl)ethanol and 1-(S)-(3-methoxymethoxyphenyl)-2-(3-(S)-methoxymethoxypyrrolidin-1-yl)ethanol and methyl 4-methylaminobenzoate in 60% yield according to a procedure similar to that described in Example 1 (i). Reactants: Cc1cc(COc2ccc(C(O)C(CN(Cc3ccccc3)C(=O)OC(C)(C)C)C(=O)NO)cc2)c2ccccc2n1, ClCCl, O=C(O)C(F)(F)F. The product is Cc1cc(COc2ccc(C(O)C(CNCc3ccccc3)C(=O)NO)cc2)c2ccccc2n1. As a reaction SMILES: [C:1]([O:2][C:3](=[O:4])[N:7]([CH2:8][CH:9]([CH:10]([c:11]1[cH:12][cH:13][c:14]([O:17][CH2:18][c:19]2[cH:20][c:21]([CH3:29])[n:22][c:23]3[cH:24][cH:25][cH:26][cH:27][c:28]23)[cH:15][cH:16]1)[OH:30])[C:31]([NH:32][OH:33])=[O:34])[CH2:35][c:36]1[cH:37][cH:38][cH:39][cH:40][cH:41]1)([CH3:5])([CH3:6])[CH3:42].[CH2:50]([Cl:51])[Cl:52].[F:43][C:44]([F:45])([F:46])[C:47]([OH:48])=[O:49]>>[NH:7]([CH2:8][CH:9]([CH:10]([c:11]1[cH:12][cH:13][c:14]([O:17][CH2:18][c:19]2[cH:20][c:21]([CH3:29])[n:22][c:23]3[cH:24][cH:25][cH:26][cH:27][c:28]23)[cH:15][cH:16]1)[OH:30])[C:31]([NH:32][OH:33])=[O:34])[CH2:35][c:36]1[cH:37][cH:38][cH:39][cH:40][cH:41]1. The reactants are CC1(OCC(O1)COC1=CC=2N(C=C1)C(=CN2)C(=O)NC2=C1C(=NN(C1=CC=C2)CC2=NC(=CC=C2)C)CC)C (7-((2,2-dimethyl-1,3-dioxolan-4-yl)methoxy)-N-(3-ethyl-1-((6-methylpyridin-2-yl)methyl)-1H-indazol-4-yl)imidazo[1,2-a]pyridine-3-carboxamide), Cl (hydrogen chloride). Solvent: C(C)OCC (diethyl ether), ClCCl (dichloromethane), CO (methanol), O (water), FC(C(=O)O)(F)F (trifluoroacetic acid), O1CCOCC1 (1,4-dioxane). Run at time 16 hour. Product: Cl.Cl.OC(COC1=CC=2N(C=C1)C(=CN2)C(=O)NC2=C1C(=NN(C1=CC=C2)CC2=NC(=CC=C2)C)CC)CO (7-(2,3-dihydroxypropoxy)-N-(3-ethyl-1-((6-methylpyridin-2-yl)methyl)-1H-indazol-4-yl)imidazo[1,2-a]pyridine-3-carboxamide dihydrochloride). Reaction SMILES: CC1(C)[O:6][CH:5]([CH2:7][O:8][C:9]2[CH:14]=[CH:13][N:12]3[C:15]([C:18]([NH:20][C:21]4[CH:29]=[CH:28][CH:27]=[C:26]5[C:22]=4[C:23]([CH2:38][CH3:39])=[N:24][N:25]5[CH2:30][C:31]4[CH:36]=[CH:35][CH:34]=[C:33]([CH3:37])[N:32]=4)=[O:19])=[CH:16][N:17]=[C:11]3[CH:10]=2)[CH2:4][O:3]1.[ClH:41]>O.FC(F)(F)C(O)=O.O1CCOCC1.C(OCC)C.ClCCl.CO>[ClH:41].[ClH:41].[OH:6][CH:5]([CH2:4][OH:3])[CH2:7][O:8][C:9]1[CH:14]=[CH:13][N:12]2[C:15]([C:18]([NH:20][C:21]3[CH:29]=[CH:28][CH:27]=[C:26]4[C:22]=3[C:23]([CH2:38][CH3:39])=[N:24][N:25]4[CH2:30][C:31]3[CH:36]=[CH:35][CH:34]=[C:33]([CH3:37])[N:32]=3)=[O:19])=[CH:16][N:17]=[C:11]2[CH:10]=1 |f:8.9.10|. Procedure details: A solution of 7-((2,2-dimethyl-1,3-dioxolan-4-yl)methoxy)-N-(3-ethyl-1-((6-methylpyridin-2-yl)methyl)-1H-indazol-4-yl)imidazo[1,2-a]pyridine-3-carboxamide (77 mg, 0.142 mmol) in water (4 mL), trifluoroacetic acid (4 mL) and 1,4-dioxane (1 mL) was stirred for 1 hour at ambient temperature. The mixture was concentrated under reduced pressure to give a residual oil. The oil was dissolved in a mixture of diethyl ether, dichloromethane and methanol. A solution of hydrogen chloride (0.5 mL; 4M in 1,4-... Reactants: OOS(=O)[O-].[K+] (Oxone), CC1=C(C=2C=CN=C(C2C=C1)NC1=CC(=CC=C1)SC)NC1=NC=CC=C1C1=NC=NC=C1 (6-methyl-N1-(3-(methylthio)phenyl)-N5-(3-(pyrimidin-4-yl)pyridin-2-yl)isoquinoline-1,5-diamine), C1CCOC1 (THF), crude product. Solvent: O (water), CO (MeOH). Conditions: temperature 0 celsius. Product: CC1=C(C=2C=CN=C(C2C=C1)NC1=CC(=CC=C1)S(=O)(=O)C)NC1=NC=CC=C1C1=NC=NC=C1 (6-methyl-N1-(3-(methylsulfonyl)phenyl)-N5-(3-(pyrimidin-4-yl)pyridin-2-yl)isoquinoline-1,5-diamine). As a reaction SMILES: [CH3:1][C:2]1[CH:11]=[CH:10][C:9]2[C:8]([NH:12][C:13]3[CH:18]=[CH:17][CH:16]=[C:15](SC)[CH:14]=3)=[N:7][CH:6]=[CH:5][C:4]=2[C:3]=1[NH:21][C:22]1[C:27]([C:28]2[CH:33]=[CH:32][N:31]=[CH:30][N:29]=2)=[CH:26][CH:25]=[CH:24][N:23]=1.O[O:35][S:36]([O-:38])=O.[K+].[CH2:40]1COCC1>CO.O>[CH3:1][C:2]1[CH:11]=[CH:10][C:9]2[C:8]([NH:12][C:13]3[CH:14]=[CH:15][CH:16]=[C:17]([S:36]([CH3:40])(=[O:38])=[O:35])[CH:18]=3)=[N:7][CH:6]=[CH:5][C:4]=2[C:3]=1[NH:21][C:22]1[C:27]([C:28]2[CH:33]=[CH:32][N:31]=[CH:30][N:29]=2)=[CH:26][CH:25]=[CH:24][N:23]=1 |f:1.2|. Procedure: A solution of 6-methyl-N1-(3-(methylthio)phenyl)-N5-(3-(pyrimidin-4-yl)pyridin-2-yl)isoquinoline-1,5-diamine (0.250 g, 0.555 mmol) in THF (30 mL) and MeOH (20 mL) was stirred in an ice bath and treated with a solution of Oxone®m (0.750 g, 1.22 mmol) in water (10 mL). The resulting cloudy reaction mixture was stirred at 0° C. (warming slowly to ˜10° C.) for 3 h. The reaction mixture was quenched at 0° C. by the addition of satd aq Na2SO3 (100 mL) and stirred at that temperature for 15 min. The mi... The product is CC(C)(CC(=O)N1CCC(c2ccc(NC(=O)c3nc(C#N)c[nH]3)c(C3=CCCCC3)c2)CC1)NC(=O)OC(C)(C)C. RXN SMILES: [C:36]([CH3:37])([CH3:38])([CH3:39])[O:40][C:41](=[O:42])[NH:43][C:44]([CH2:45][C:46](=[O:47])[OH:48])([CH3:49])[CH3:50].[C:8]1([c:14]2[c:15]([NH:26][C:27](=[O:28])[c:29]3[nH:30][cH:31][c:32]([C:34]#[N:35])[n:33]3)[cH:16][cH:17][c:18]([CH:20]3[CH2:21][CH2:22][NH:23][CH2:24][CH2:25]3)[cH:19]2)=[CH:9][CH2:10][CH2:11][CH2:12][CH2:13]1.[CH3:64][CH2:65][O:66][C:67]([CH3:68])=[O:69].[CH:51]([N:52]([CH2:53][CH3:54])[CH:55]([CH3:56])[CH3:57])([CH3:58])[CH3:59].[Cl:60][CH:61]([Cl:62])[CH3:63].[F:1][C:2]([F:3])([F:4])[C:5]([OH:6])=[O:7]>>[C:8]1([c:14]2[c:15]([NH:26][C:27](=[O:28])[c:29]3[nH:30][cH:31][c:32]([C:34]#[N:35])[n:33]3)[cH:16][cH:17][c:18]([CH:20]3[CH2:21][CH2:22][N:23]([C:46]([CH2:45][C:44]([NH:43][C:41]([O:40][C:36]([CH3:37])([CH3:38])[CH3:39])=[O:42])([CH3:49])[CH3:50])=[O:47])[CH2:24][CH2:25]3)[cH:19]2)=[CH:9][CH2:10][CH2:11][CH2:12][CH2:13]1. Reactants: CC(C)(CC(=O)O)NC(=O)OC(C)(C)C, N#Cc1c[nH]c(C(=O)Nc2ccc(C3CCNCC3)cc2C2=CCCCC2)n1, CCOC(C)=O, CCN(C(C)C)C(C)C, CC(Cl)Cl, O=C(O)C(F)(F)F. Starting materials: NC1[C@@H]2N(C(=C(CS2)Cl)C(=O)OCC2=CC=C(C=C2)[N+](=O)[O-])C1=O (p-Nitrobenzyl 7-amino-3-chloro-3-cephem-4-carboxylate), KHCO3, Cl (HCl), [Sn] (Tin). Reaction SMILES: [NH2:1][CH:2]1[C:23](=[O:24])[N:4]2[C:5]([C:10]([O:12]CC3C=CC([N+]([O-])=O)=CC=3)=[O:11])=[C:6]([Cl:9])[CH2:7][S:8][C@H:3]12.[Sn].Cl>CO.O>[NH2:1][CH:2]1[C:23](=[O:24])[N:4]2[C:5]([C:10]([OH:12])=[O:11])=[C:6]([Cl:9])[CH2:7][S:8][C@H:3]12 |^3:24|. The product is NC1[C@@H]2N(C(=C(CS2)Cl)C(=O)O)C1=O (7-AMINO-3-CHLORO-3-CEPHEM-4-CARBOXYLIC ACID). Solvent: CO (methanol), O (water), O (water), CO (methanol). Conditions: time 1 hour. Procedure: p-Nitrobenzyl 7-amino-3-chloro-3-cephem-4-carboxylate (10 gm) was suspended in a mixture of methanol (120 ml) and water (25 ml). Tin powder was charged at 30° C., followed by the addition of concentrated HCl (25 ml) in a methanol (20 ml) and water (5 ml) mixture over a period of 15 minutes. The reaction mixture was stirred for 1 hour. After completion of the reaction, aq. KHCO3 was added to bring the pH to 8.0, followed by the addition of activated carbon. After stirring for 10 minutes, the mixt... The reactants are ClC1=C(N)C=C(C(=C1)OC1=NC(=NS1)C1(CC1)Cl)C (2-chloro-4-{[3-(1-chlorocyclopropyl)-1,2,4-thiadiazol-5-yl]oxy}-5-methylaniline), COC(N(C)CC)OC (N-ethyl-N-methylformamide dimethyl acetal). The solvent is C1(=CC=CC=C1)C (toluene). The product is ClC1=C(C=C(C(=C1)OC1=NC(=NS1)C1(CC1)Cl)C)N=CN(C)CC (N′-(2-Chloro-4-{[3-(1-chlorocyclopropyl)-1,2,4-thiadiazol-5-yl]oxy}-5-methylphenyl)-N-ethyl-N-methylimidoformamide). The yield is 86.5%. RXN SMILES: [Cl:1][C:2]1[CH:8]=[C:7]([O:9][C:10]2[S:14][N:13]=[C:12]([C:15]3([Cl:18])[CH2:17][CH2:16]3)[N:11]=2)[C:6]([CH3:19])=[CH:5][C:3]=1[NH2:4].CO[CH:22](OC)[N:23]([CH2:25][CH3:26])[CH3:24]>C1(C)C=CC=CC=1>[Cl:1][C:2]1[CH:8]=[C:7]([O:9][C:10]2[S:14][N:13]=[C:12]([C:15]3([Cl:18])[CH2:16][CH2:17]3)[N:11]=2)[C:6]([CH3:19])=[CH:5][C:3]=1[N:4]=[CH:22][N:23]([CH2:25][CH3:26])[CH3:24]. Procedure details: 0.63 g (1.86 mmol) of 2-chloro-4-{[3-(1-chlorocyclopropyl)-1,2,4-thiadiazol-5-yl]oxy}-5-methylaniline is dissolved in 5 ml of toluene and treated with 0.50 g (3.71 mmol) of N-ethyl-N-methylformamide dimethyl acetal. The reaction mixture is refluxed for 12 h, subsequently cooled, freed from solvent under vacuum and purified by column chromatography. 0.62 g of product is obtained (82.0% purity, 71.3% yield; log P (pH 2.3)=1.62).